This data is from the Open Reaction Database (ORD), a public repository of structured organic reaction records. The task is: describe an organic reaction: reactants, conditions, products, and yield Reactants: FC1=CC2=C(NC(N2)=S)C=C1F (5,6-Difluoro-1,3-dihydro-benzimidazole-2-thione), [H-].[Na+] (sodium hydride), [N+](=O)([O-])C1=CC=C(O1)C=O (5-Nitro-2-furaldehyde). Run in O1CCCC1 (tetrahydrofuran). Product: FC1=CC2=C(NC(=N2)SC2=CC=C(O2)C=O)C=C1F (5-(5,6-difluoro-1H-benzimidazol-2-ylsulfanyl)-furan-2-carbaldehyde). Isolated yield 77.1%. As a reaction SMILES: [F:1][C:2]1[C:11]([F:12])=[CH:10][C:5]2[NH:6][C:7](=[S:9])[NH:8][C:4]=2[CH:3]=1.[H-].[Na+].[N+]([C:18]1[O:22][C:21]([CH:23]=[O:24])=[CH:20][CH:19]=1)([O-])=O>O1CCCC1>[F:12][C:11]1[C:2]([F:1])=[CH:3][C:4]2[NH:8][C:7]([S:9][C:18]3[O:22][C:21]([CH:23]=[O:24])=[CH:20][CH:19]=3)=[N:6][C:5]=2[CH:10]=1 |f:1.2|. Procedure details: 5,6-Difluoro-1,3-dihydro-benzimidazole-2-thione (1.0 g, 5.37 mmol) is suspended into 50 mL of tetrahydrofuran under argon. Then, 0.39 g (8.06 mmol) of sodium hydride is added. The reaction mixture is stirred at room temperature until gas evolution has ceased. 5-Nitro-2-furaldehyde (0.76 g, 5.37 mmol) is then added and the reaction mixture is stirred at room temperature for 16 h, upon which it is poured on ice and extracted 3 times with ethyl acetate. The organic extracts are combined, washed wit... The reactants are CCc1ncnc(NC2CCC(C(C)(C)C)CC2)c1C#C[Si](C)(C)C, CO, [K+], [OH-]. Product: C#Cc1c(CC)ncnc1NC1CCC(C(C)(C)C)CC1. Reaction SMILES: [C:1]([CH3:2])([CH3:3])([CH3:4])[CH:5]1[CH2:6][CH2:7][CH:8]([NH:11][c:12]2[n:13][cH:14][n:15][c:16]([CH2:24][CH3:25])[c:17]2[C:18]#[C:19][Si:20]([CH3:21])([CH3:22])[CH3:23])[CH2:9][CH2:10]1.[CH3:28][OH:29].[K+:27].[OH-:26]>>[C:1]([CH3:2])([CH3:3])([CH3:4])[CH:5]1[CH2:6][CH2:7][CH:8]([NH:11][c:12]2[n:13][cH:14][n:15][c:16]([CH2:24][CH3:25])[c:17]2[C:18]#[CH:19])[CH2:9][CH2:10]1. Starting materials: C1CCOC1 (THF), lithium enolate, C(C)=O (acetaldehyde), [Cl-].[Cl-].C(C)(C)O[Ti+2]OC(C)C (Diisopropoxytitanium dichloride), C1CCOC1 (THF). Reported procedure: Diisopropoxytitanium dichloride (0.262 g, 1.10 mmol) was dissolved in 20 ml of THF (dry, nitrogen atmosphere) in a 100 ml Schlenk flask. This solution was cooled to -78° C. at which point the lithium enolate of acetaldehyde, CH2 =CHOLi, in THF solution (2.20 mmol) was added to the stirred solution via syringe. This solution was allowed to warm to room temperature. After two hours of stirring, the solvent was evaporated by trap-to-trap distillation, leaving a yellow solid. This solid was extracte... RXN SMILES: [Cl-].[Cl-].[CH:3]([O:6][Ti+2:7][O:8][CH:9]([CH3:11])[CH3:10])([CH3:5])[CH3:4].[CH:12](=[O:14])[CH3:13].C1C[O:18][CH2:17][CH2:16]1>>[CH:3]([O:6][Ti:7]([O:8][CH:9]([CH3:11])[CH3:10])([O:18][CH:17]=[CH2:16])[O:14][CH:12]=[CH2:13])([CH3:5])[CH3:4] |f:0.1.2|. Conditions: time 2 hour. The product is C(C)(C)O[Ti](OC=C)(OC=C)OC(C)C (Diisopropoxydivinyloxytitanium). Reactants: ClCC(=O)N1C2=C(NC(C3=C1C=CC=C3)=O)C=CC=N2 (11-(chloroacetyl)-5,11-dihydro-6H-pyrido[2,3-b][1,4]benzodiazepin-6-one), C(C)N(C1CNCCCC1)CC (3-(diethylamino)-hexahydro-1H-azepine). Solvent: C(CC)O (n-propanol). Product: C(C)N(C1CN(CCCC1)CC(=O)N1C2=C(NC(C3=C1C=CC=C3)=O)C=CC=N2)CC (11-[[3-(Diethylamino)-hexahydro-1H-azepin-1-yl]acetyl]-5,11-dihydro-6H-pyrido[2,3-b][1,4]benzodiazepin-6-one). RXN SMILES: Cl[CH2:2][C:3]([N:5]1[C:11]2[CH:12]=[CH:13][CH:14]=[CH:15][C:10]=2[C:9](=[O:16])[NH:8][C:7]2[CH:17]=[CH:18][CH:19]=[N:20][C:6]1=2)=[O:4].[CH2:21]([N:23]([CH2:31][CH3:32])[CH:24]1[CH2:30][CH2:29][CH2:28][CH2:27][NH:26][CH2:25]1)[CH3:22]>C(O)CC>[CH2:31]([N:23]([CH2:21][CH3:22])[CH:24]1[CH2:30][CH2:29][CH2:28][CH2:27][N:26]([CH2:2][C:3]([N:5]2[C:11]3[CH:12]=[CH:13][CH:14]=[CH:15][C:10]=3[C:9](=[O:16])[NH:8][C:7]3[CH:17]=[CH:18][CH:19]=[N:20][C:6]2=3)=[O:4])[CH2:25]1)[CH3:32]. Procedure: The title compound is prepared analogously to Example 2 from 11-(chloroacetyl)-5,11-dihydro-6H-pyrido[2,3-b][1,4]benzodiazepin-6-one and 3-(diethylamino)-hexahydro-1H-azepine to give colorless crystals, mp. 222°-224° C. (n-propanol). The reactants are [Si](C)(C)(C(C)(C)C)OCCC1=CC2=NC(=CC=C2N1S(=O)(=O)C1=CC=CC=C1)Cl (2-(2-{[tert-butyl(dimethyl)silyl]oxy}ethyl)-5-chloro-1-(phenylsulfonyl)-1H-pyrrolo[3,2-b]pyridine), N(NC(=O)OC(C)(C)C)C(=O)OC(C)(C)C (di-tert-butyl hydrazine-1,2-dicarboxylate), C(=O)([O-])[O-].[Cs+].[Cs+] (Cs2CO3). Reagents/catalysts: C1(CCCCC1)P(C1=C(C=CC=C1)C1=C(C=C(C=C1C(C)C)C(C)C)C(C)C)C1CCCCC1.NC1=C(C=CC=C1)C1=C(C=CC=C1)[Pd]Cl (dicyclohexyl(2′,4′,6′-triisopropylbiphenyl-2-yl)phosphine (2′-aminobiphenyl-2-yl)(chloro)palladium). Run in C1(=CC=CC=C1)C (toluene). Run at temperature 108 celsius. Yields the product [Si](C)(C)(C(C)(C)C)OCCC1=CC2=NC(=CC=C2N1S(=O)(=O)C1=CC=CC=C1)N(NC(=O)OC(C)(C)C)C(=O)OC(C)(C)C (di-tert-butyl 1-[2-(2-{[tert-butyl(dimethyl)silyl]oxy}ethyl)-1-(phenylsulfonyl)-1H-pyrrolo[3,2-b]pyridin-5-yl]hydrazine-1,2-dicarboxylate). Reaction SMILES: [Si:1]([O:8][CH2:9][CH2:10][C:11]1[N:19]([S:20]([C:23]2[CH:28]=[CH:27][CH:26]=[CH:25][CH:24]=2)(=[O:22])=[O:21])[C:18]2[C:13](=[N:14][C:15](Cl)=[CH:16][CH:17]=2)[CH:12]=1)([C:4]([CH3:7])([CH3:6])[CH3:5])([CH3:3])[CH3:2].[NH:30]([C:39]([O:41][C:42]([CH3:45])([CH3:44])[CH3:43])=[O:40])[NH:31][C:32]([O:34][C:35]([CH3:38])([CH3:37])[CH3:36])=[O:33].C([O-])([O-])=O.[Cs+].[Cs+]>C1(P(C2CCCCC2)C2C=CC=CC=2C2C(C(C)C)=CC(C(C)C)=CC=2C(C)C)CCCCC1.NC1C=CC=CC=1C1C=CC=CC=1[Pd]Cl.C1(C)C=CC=CC=1>[Si:1]([O:8][CH2:9][CH2:10][C:11]1[N:19]([S:20]([C:23]2[CH:28]=[CH:27][CH:26]=[CH:25][CH:24]=2)(=[O:22])=[O:21])[C:18]2[C:13](=[N:14][C:15]([N:30]([C:39]([O:41][C:42]([CH3:45])([CH3:44])[CH3:43])=[O:40])[NH:31][C:32]([O:34][C:35]([CH3:36])([CH3:37])[CH3:38])=[O:33])=[CH:16][CH:17]=2)[CH:12]=1)([C:4]([CH3:7])([CH3:6])[CH3:5])([CH3:3])[CH3:2] |f:2.3.4,5.6|. Reported procedure: A flask was charged with 2-(2-{[tert-butyl(dimethyl)silyl]oxy}ethyl)-5-chloro-1-(phenylsulfonyl)-1H-pyrrolo[3,2-b]pyridine (5.0 g, 11 mmol, from Step 1), di-tert-butyl hydrazine-1,2-dicarboxylate (2.8 g, 12 mmol, Aldrich), dicyclohexyl(2′,4′,6′-triisopropylbiphenyl-2-yl)phosphine-(2′-aminobiphenyl-2-yl)(chloro)palladium (1:1) (0.77 g, 0.98 mmol, Aldrich), Cs2CO3 (3.61 g, 11.1 mmol, Aldrich) and toluene (35 mL). The mixture was degassed by a stream of nitrogen through the solution. The mixture wa... Reactants: C12(CC3CC(CC(C1)C3)C2)C=2C=C(C=CC2OCOC)Br (3-(1-adamantyl)-4-methoxymethoxy-bromobenzene), C(=O)C1=CC=C(C=C1)B(O)O (4-formylphenylboronic acid), C([O-])([O-])=O.[K+].[K+] (potassium carbonate). The reagents and catalysts are C=1C=CC(=CC1)[P](C=2C=CC=CC2)(C=3C=CC=CC3)[Pd]([P](C=4C=CC=CC4)(C=5C=CC=CC5)C=6C=CC=CC6)([P](C=7C=CC=CC7)(C=8C=CC=CC8)C=9C=CC=CC9)[P](C=1C=CC=CC1)(C=1C=CC=CC1)C=1C=CC=CC1 (Tetrakis(triphenylphosphine)palladium(0)). Solvent: C1(=CC=CC=C1)C.CCO (toluene EtOH), O (water), C(C)(=O)OCC (ethyl acetate). The product is C12(CC3CC(CC(C1)C3)C2)C=2C=C(C=CC2OCOC)C2=CC=C(C=O)C=C2 (4-[3-(1-adamantyl)-4-methoxymethoxyphenyl]benzaldehyde). The yield is 77.1%. As a reaction SMILES: [C:1]12([C:11]3[CH:12]=[C:13](Br)[CH:14]=[CH:15][C:16]=3[O:17][CH2:18][O:19][CH3:20])[CH2:10][CH:5]3[CH2:6][CH:7]([CH2:9][CH:3]([CH2:4]3)[CH2:2]1)[CH2:8]2.[CH:22]([C:24]1[CH:29]=[CH:28][C:27](B(O)O)=[CH:26][CH:25]=1)=[O:23].C(=O)([O-])[O-].[K+].[K+]>C1(C)C=CC=CC=1.CCO.O.C(OCC)(=O)C.C1C=CC([P]([Pd]([P](C2C=CC=CC=2)(C2C=CC=CC=2)C2C=CC=CC=2)([P](C2C=CC=CC=2)(C2C=CC=CC=2)C2C=CC=CC=2)[P](C2C=CC=CC=2)(C2C=CC=CC=2)C2C=CC=CC=2)(C2C=CC=CC=2)C2C=CC=CC=2)=CC=1>[C:1]12([C:11]3[CH:12]=[C:13]([C:27]4[CH:28]=[CH:29][C:24]([CH:22]=[O:23])=[CH:25][CH:26]=4)[CH:14]=[CH:15][C:16]=3[O:17][CH2:18][O:19][CH3:20])[CH2:10][CH:5]3[CH2:6][CH:7]([CH2:9][CH:3]([CH2:4]3)[CH2:2]1)[CH2:8]2 |f:2.3.4,5.6,^1:59,61,80,99|. Reported procedure: A mixture of 3-(1-adamantyl)-4-methoxymethoxy-bromobenzene (8.48 g, 24.16 mmol), 4-formylphenylboronic acid (3.99 g, 26.57 mmol) and potassium carbonate (10.02 g, 72.47 mmol) in 300 mL of toluene:EtOH (4:1) and water (15 mL) was degassed with argon for 30 minutes. Tetrakis(triphenylphosphine)palladium(0) (2.79 g, 2.41 mmol) was added and the mixture heated at reflux for 14 hours. The solution was cooled to room temperature, diluted with ethyl acetate and washed successively with water and brine,... Reactants: Cn1c(Br)nc(-c2ccccc2)c1-c1nc2c(N)ncnc2s1, CCOC(C)=O, [Na+], [Na+], O=C([O-])[O-], CN(C)C=O, OB(O)c1ccncc1. The product is Cn1c(-c2ccncc2)nc(-c2ccccc2)c1-c1nc2c(N)ncnc2s1. As a reaction SMILES: [Br:1][c:2]1[n:3]([CH3:23])[c:4](-[c:13]2[s:14][c:15]3[n:16][cH:17][n:18][c:19]([NH2:22])[c:20]3[n:21]2)[c:5](-[c:7]2[cH:8][cH:9][cH:10][cH:11][cH:12]2)[n:6]1.[CH3:39][CH2:40][O:41][C:42]([CH3:43])=[O:44].[Na+:33].[Na+:34].[O-:35][C:36](=[O:37])[O-:38].[O:45]=[CH:46][N:47]([CH3:48])[CH3:49].[n:24]1[cH:25][cH:26][c:27]([B:30]([OH:31])[OH:32])[cH:28][cH:29]1>>[c:2]1(-[c:27]2[cH:26][cH:25][n:24][cH:29][cH:28]2)[n:3]([CH3:23])[c:4](-[c:13]2[s:14][c:15]3[n:16][cH:17][n:18][c:19]([NH2:22])[c:20]3[n:21]2)[c:5](-[c:7]2[cH:8][cH:9][cH:10][cH:11][cH:12]2)[n:6]1.